Task: describe an organic reaction: reactants, conditions, products, and yield. Dataset: the Open Reaction Database (ORD), a public repository of structured organic reaction records Reactants: I(=O)(=O)(=O)[O-].[Na+] (sodium periodate), C(CCC=C)C12C(NC=3C=CC=C(C13)CCC2)=O (2a-(4-pentenyl)-2a,3,4,5-tetrahydrobenz[cd]indole-2(1H)-one), C[N+]1(CCOCC1)[O-] (N-methylmorpholine oxide), O1CCOCC1 (1,4-dioxane), solution. Reagents/catalysts: [Os](=O)(=O)(=O)=O (osmium tetroxide). Solvent: O (water), O (Water), O (water). Run at time 2 hour. Yields the product C(=O)CCCC12C(NC=3C=CC=C(C13)CCC2)=O (2a-(3-Formylpropyl)-2a,3,4,5-tetrahydrobenz[cd]indole-2(1H)-one). Isolated yield 100.8%. RXN SMILES: [CH2:1]([C:6]12[CH2:17][CH2:16][CH2:15][C:13]3[C:14]1=[C:9]([CH:10]=[CH:11][CH:12]=3)[NH:8][C:7]2=[O:18])[CH2:2][CH2:3][CH:4]=C.C[N+]1([O-])CC[O:23]CC1.O1CCOCC1.I([O-])(=O)(=O)=O.[Na+]>[Os](=O)(=O)(=O)=O.O>[CH:4]([CH2:3][CH2:2][CH2:1][C:6]12[CH2:17][CH2:16][CH2:15][C:13]3[C:14]1=[C:9]([CH:10]=[CH:11][CH:12]=3)[NH:8][C:7]2=[O:18])=[O:23] |f:3.4|. Reported procedure: In a shaded container, 2a-(4-pentenyl)-2a,3,4,5-tetrahydrobenz[cd]indole-2(1H)-one (1.3 g, 5.3 mmol) and N-methylmorpholine oxide (1.9 g, 16 mmol) were dissolved in a mixed solvent of 1,4-dioxane (20 ml) and water (10 ml), and the resulting solution was mixed with osmium tetroxide (4% aqueous solution 3.4 ml, 0.53 mmol) and stirred at a room temperature for 2 hours. The reaction solution was mixed with water (80 ml), and then the reaction product was extracted with ethyl acetate, washed with sat... Yield: 28.0%. Reported procedure: A mixture of 28 parts of ethyl 4-[[(2-aminophenyl)aminothioxomethyl]amino]-1-piperidinecarboxylate, 112 parts of iodomethane and 240 parts of ethanol was stirred and refluxed for 8 hours. The reaction mixture was evaporated and the residue was taken up in water. The whole was alkalized with ammonium hydroxide and the product was extracted with dichloromethane. The extract was dried, filtered and evaporated. The residue was crystallized from a mixture of 2-propanol and 2,2'-oxybispropane. The pro... As a reaction SMILES: [NH2:1][C:2]1[CH:7]=[CH:6][CH:5]=[CH:4][C:3]=1[NH:8][C:9]([NH:11][CH:12]1[CH2:17][CH2:16][N:15]([C:18]([O:20][CH2:21][CH3:22])=[O:19])[CH2:14][CH2:13]1)=S.IC>C(O)C>[NH:8]1[C:3]2[CH:4]=[CH:5][CH:6]=[CH:7][C:2]=2[N:1]=[C:9]1[NH:11][CH:12]1[CH2:17][CH2:16][N:15]([C:18]([O:20][CH2:21][CH3:22])=[O:19])[CH2:14][CH2:13]1. Solvent: C(C)O (ethanol). Product: N1C(=NC2=C1C=CC=C2)NC2CCN(CC2)C(=O)OCC (ethyl 4-(1H-benzimidazol-2-yl-amino)-1-piperidinecarboxylate). The reactants are 28, NC1=C(C=CC=C1)NC(=S)NC1CCN(CC1)C(=O)OCC (ethyl 4-[[(2-aminophenyl)aminothioxomethyl]amino]-1-piperidinecarboxylate), IC (iodomethane). Starting materials: O.NN (Hydrazine hydrate), ClC1=CC=C(C=C1)C(CC=O)C(=O)C1=CC=C(C=C1)S(=O)(=O)C (3-(4-chlorophenyl)-4-[4-(methylsulfonyl)phenyl]-4-oxo-butyraldehyde), OO (Hydrogen peroxide). The solvent is C(C)O (ethanol). Run at time 1 hour. Yields the product ClC1=CC=C(C=C1)C1=C(N=NC=C1)C1=CC=C(C=C1)S(=O)(=O)C (4-(4-chlorophenyl)-3-[4-(methylsulfonyl)phenyl]pyridazine). Yield: 58.9%. RXN SMILES: O.[NH2:2][NH2:3].[Cl:4][C:5]1[CH:10]=[CH:9][C:8]([CH:11]([C:15]([C:17]2[CH:22]=[CH:21][C:20]([S:23]([CH3:26])(=[O:25])=[O:24])=[CH:19][CH:18]=2)=O)[CH2:12][CH:13]=O)=[CH:7][CH:6]=1.OO>C(O)C>[Cl:4][C:5]1[CH:10]=[CH:9][C:8]([C:11]2[CH:12]=[CH:13][N:3]=[N:2][C:15]=2[C:17]2[CH:22]=[CH:21][C:20]([S:23]([CH3:26])(=[O:25])=[O:24])=[CH:19][CH:18]=2)=[CH:7][CH:6]=1 |f:0.1|. Procedure details: Hydrazine hydrate (0.8 mP, 16.5 mmol) was added to a solution of 3-(4-chlorophenyl)-4-[4-(methylsulfonyl)phenyl]-4-oxo-butyraldehyde (4.5 g, 12.8 mmol) in ethanol (100 ml), followed by stirring at room temperature for 1 hour. Hydrogen peroxide solution 31% (6 ml) was added to the reaction mixture, and the resulting mixture was stirred at 60° C. for 18 hours. The mixture was concentrated under reduced pressure and the residue was separated and purified by chromatography on a silica gel column [si... The reactants are C(Cl)(F)(F)C(O)O (CClF2CH(OH)2), C([O-])([O-])=O.[K+].[K+] (potassium carbonate), BrCCO (2-bromoethanol), [Cl-].[Ca+2].[Cl-] (calcium chloride). Solvent: CC(=O)C (acetone). Reaction conditions: temperature 90 celsius. The product is ClC1(OCCO1)C(F)F (2-chlorodifluoromethyl-1,3-dioxolane). As a reaction SMILES: [C:1]([CH:5]([OH:7])[OH:6])([F:4])([F:3])Cl.Br[CH2:9][CH2:10]O.[Cl-:12].[Ca+2].[Cl-].C(=O)([O-])[O-].[K+].[K+]>CC(C)=O>[Cl:12][C:5]1([CH:1]([F:4])[F:3])[O:7][CH2:10][CH2:9][O:6]1 |f:2.3.4,5.6.7|. Procedure: 157 g (1.4 mole or less) of CClF2CH(OH)2, 197 g (1.5 mole) of 2-bromoethanol and 20 g of calcium chloride were placed in a 1 liter-sized flask with a condenser. The flask was heated at 90° C. for 7 hours and cooled to room temperature. The upper phase was transferred to a 5 liter-sized flask, and 2 liters of acetone and 386 g (2.8 moles) of potassium carbonate were added to the flask. The mixture was reacted at 50° C. for three days, and a solid was precipitated. The solvent was removed by disti... The reactants are C(CC)N(CCCCN1C(C=2C(C1=O)=CC=CC2)=O)C2COC1=CC=CC(=C1C2)OC (3-[N-PROPYL-N-(4-PHTHALIMIDOBUTYL)AMINO]-5-METHOXYCHROMAN), COC1=C2CC(COC2=CC=C1)NCCCCN1C(C2CCCC2C1=O)=O (3-{4-[N-(5-METHOXY-3-CHROMANYL)AMINO]BUTYL}-2,4-DIOXO-3-AZABICYCLO[3.3.0]OCTANE). Yields the product C(CC)N(C1COC2=CC=CC(=C2C1)OC)CCCCN1C(C2CCCC2C1=O)=O (3-{4-[N-PROPYL-N-(5-METHOXY-3-CHROMANYL)AMINO]BUTYL}-2,4-DIOXO-3-AZABICYCLO[3.3.0]OCTANE). Isolated yield 78.0%. As a reaction SMILES: [CH2:1]([N:4]([CH:20]1[CH2:29][C:28]2[C:23](=[CH:24][CH:25]=[CH:26][C:27]=2[O:30][CH3:31])[O:22][CH2:21]1)[CH2:5][CH2:6][CH2:7][CH2:8][N:9]1[C:13](=[O:14])[C:12]2=[CH:15]C=[CH:17][CH:18]=[C:11]2[C:10]1=[O:19])[CH2:2][CH3:3].COC1C=CC=C2C=1CC(NCCCCN1C(=O)C3C(CCC3)C1=O)CO2>>[CH2:1]([N:4]([CH2:5][CH2:6][CH2:7][CH2:8][N:9]1[C:10](=[O:19])[CH:11]2[CH:12]([CH2:15][CH2:17][CH2:18]2)[C:13]1=[O:14])[CH:20]1[CH2:29][C:28]2[C:23](=[CH:24][CH:25]=[CH:26][C:27]=2[O:30][CH3:31])[O:22][CH2:21]1)[CH2:2][CH3:3]. Reported procedure: Using the procedure described in Example 2, but replacing the compound of Example 2 by the compound of Example 11, the expected product is obtained. The reactants are CO, CCN(C(C)C)C(C)C, CNC(=O)c1c(-c2ccc(F)cc2)oc2ccc(-c3cccc(C(=O)NC(C)(C)C(=O)O)c3)cc12, [H-], [Na+], CN(C)C=O, Nc1nccnn1. Product: CNC(=O)c1c(-c2ccc(F)cc2)oc2ccc(-c3cccc(C(=O)NC(C)(C)C(=O)Nc4nccnn4)c3)cc12. Reaction SMILES: [CH3:59][OH:60].[CH:1]([N:2]([CH2:3][CH3:4])[CH:5]([CH3:6])[CH3:7])([CH3:8])[CH3:9].[F:10][c:11]1[cH:12][cH:13][c:14](-[c:17]2[o:18][c:19]3[c:20]([c:21]2[C:22]([NH:23][CH3:24])=[O:25])[cH:26][c:27](-[c:30]2[cH:31][c:32]([C:33](=[O:34])[NH:35][C:36]([C:37](=[O:38])[OH:39])([CH3:40])[CH3:41])[cH:42][cH:43][cH:44]2)[cH:28][cH:29]3)[cH:15][cH:16]1.[H-:53].[Na+:52].[O:54]=[CH:55][N:56]([CH3:57])[CH3:58].[n:45]1[n:46][c:47]([NH2:51])[n:48][cH:49][cH:50]1>>[F:10][c:11]1[cH:12][cH:13][c:14](-[c:17]2[o:18][c:19]3[c:20]([c:21]2[C:22]([NH:23][CH3:24])=[O:25])[cH:26][c:27](-[c:30]2[cH:31][c:32]([C:33](=[O:34])[NH:35][C:36]([C:37](=[O:39])[NH:51][c:47]4[n:46][n:45][cH:50][cH:49][n:48]4)([CH3:40])[CH3:41])[cH:42][cH:43][cH:44]2)[cH:28][cH:29]3)[cH:15][cH:16]1. The reactants are CCO, O=c1ncc(Cl)c[nH]1, OCC(O)CCl. Product: O=c1ncc(Cl)cn1CC(O)CO. RXN SMILES: [CH3:15][CH2:16][OH:17].[Cl:1][c:2]1[cH:3][n:4][c:5](=[O:8])[nH:6][cH:7]1.[Cl:9][CH2:10][CH:11]([CH2:12][OH:13])[OH:14]>>[Cl:1][c:2]1[cH:3][n:4]([CH2:10][CH:11]([CH2:12][OH:13])[OH:14])[c:5](=[O:8])[n:6][cH:7]1. The reactants are BrBr, ClC(Cl)(Cl)Cl, ClC(Cl)Cl, c1cnc2[nH]ccc2n1. The product is Brc1c[nH]c2nccnc12. RXN SMILES: [Br:10][Br:11].[C:16]([Cl:17])([Cl:18])([Cl:19])[Cl:20].[CH:12]([Cl:13])([Cl:14])[Cl:15].[n:1]1[c:2]2[c:3]([n:4][cH:5][cH:6]1)[nH:7][cH:8][cH:9]2>>[n:1]1[c:2]2[c:3]([n:4][cH:5][cH:6]1)[nH:7][cH:8][c:9]2[Br:10]. Reactants: ClC1C(CCCC1)O (2-chlorocyclohexanol), [H-].[Na+] (sodium hydride), [Cl-].[NH4+] (ammonium chloride), ClC1=NC=NC(=C1)Cl (4,6-dichloropyrimidine). Run in O1CCCC1 (tetrahydrofuran), O1CCCC1 (tetrahydrofuran), O1CCCC1 (tetrahydrofuran). Reaction conditions: temperature 0 celsius. The product is ClC1=NC=NC(=C1)OC1C(CCCC1)Cl (4-chloro-6-(2-chlorocyclohexyloxy)pyrimidine). Isolated yield 46.0%. As a reaction SMILES: [H-].[Na+].[Cl:3][CH:4]1[CH2:9][CH2:8][CH2:7][CH2:6][CH:5]1[OH:10].[Cl:11][C:12]1[CH:17]=[C:16](Cl)[N:15]=[CH:14][N:13]=1.[Cl-].[NH4+]>O1CCCC1>[Cl:11][C:12]1[CH:17]=[C:16]([O:10][CH:5]2[CH2:6][CH2:7][CH2:8][CH2:9][CH:4]2[Cl:3])[N:15]=[CH:14][N:13]=1 |f:0.1,4.5|. Reported procedure: In 4.7 ml of tetrahydrofuran was suspended 0.12 g of sodium hydride (60% in oil), to which 1 ml of a tetrahydrofuran solution containing 0.45 g of 2-chlorocyclohexanol was slowly added dropwise with stirring at 0° C. The mixture was stirred at 0° C. for 10 minutes, to which 1 ml of a tetrahydrofuran solution containing 0.5 g of 4,6-dichloropyrimidine was added at 0° C., followed by further stirring for 20 minutes. The reaction mixture was then poured into a saturated aqueous ammonium chloride so...